This data is from the Open Reaction Database (ORD), a public repository of structured organic reaction records. The task is: describe an organic reaction: reactants, conditions, products, and yield Starting materials: CCCCCCC, CCOC(C)=O, CCCC=C1CCNCC1, CC(CI)CN1C(=O)COc2ccc(F)cc21. Yields the product CCCC=C1CCN(CC(C)CN2C(=O)COc3ccc(F)cc32)CC1. As a reaction SMILES: [CH3:28][CH2:29][CH2:30][CH2:31][CH2:32][CH2:33][CH3:34].[CH3:35][CH2:36][O:37][C:38]([CH3:39])=[O:40].[CH:18]([CH2:19][CH2:20][CH3:21])=[C:22]1[CH2:23][CH2:24][NH:25][CH2:26][CH2:27]1.[F:1][c:2]1[cH:3][cH:4][c:5]2[c:6]([cH:17]1)[N:7]([CH2:12][CH:13]([CH2:14][I:15])[CH3:16])[C:8](=[O:11])[CH2:9][O:10]2>>[F:1][c:2]1[cH:3][cH:4][c:5]2[c:6]([cH:17]1)[N:7]([CH2:12][CH:13]([CH2:14][N:25]1[CH2:24][CH2:23][C:22](=[CH:18][CH2:19][CH2:20][CH3:21])[CH2:27][CH2:26]1)[CH3:16])[C:8](=[O:11])[CH2:9][O:10]2. Starting materials: C([O-])([O-])=O.[Cs+].[Cs+] (cesium carbonate), NC1=NC=2C=C(C=CC2C2=C1N=C(S2)CC)O (4-amino-2-ethylthiazolo[4,5-c]quinolin-7-ol), ClCC1=CC=C(O1)C(=O)OCC (ethyl 5-(chloromethyl)-2-furancarboxylate). The solvent is CN(C)C=O (DMF), CN(C)C=O (DMF), CN(C)C=O (DMF), CN(C)C=O (DMF). Run at temperature 60 celsius. Product: NC1=NC=2C=C(C=CC2C2=C1N=C(S2)CC)OCC2=CC=C(O2)C(=O)OCC (ethyl 5-{[(4-amino-2-ethylthiazolo[4,5-c]quinolin-7-yl)oxy]methyl}-2-furoate). RXN SMILES: [NH2:1][C:2]1[C:11]2[N:12]=[C:13]([CH2:15][CH3:16])[S:14][C:10]=2[C:9]2[CH:8]=[CH:7][C:6]([OH:17])=[CH:5][C:4]=2[N:3]=1.C(=O)([O-])[O-].[Cs+].[Cs+].Cl[CH2:25][C:26]1[O:30][C:29]([C:31]([O:33][CH2:34][CH3:35])=[O:32])=[CH:28][CH:27]=1>CN(C=O)C>[NH2:1][C:2]1[C:11]2[N:12]=[C:13]([CH2:15][CH3:16])[S:14][C:10]=2[C:9]2[CH:8]=[CH:7][C:6]([O:17][CH2:25][C:26]3[O:30][C:29]([C:31]([O:33][CH2:34][CH3:35])=[O:32])=[CH:28][CH:27]=3)=[CH:5][C:4]=2[N:3]=1 |f:1.2.3|. Procedure: A scintillation vial was charged with 4-amino-2-ethylthiazolo[4,5-c]quinolin-7-ol (1.0 eq., 1.0 mmol) and anhydrous DMF (2 mL). The mixture was warmed until a solution was obtained. An additional amount of DMF (1 mL) was added. To this stirred orange solution was added cesium carbonate (3.0 eq., 3.0 mmol) and a solution of ethyl 5-(chloromethyl)-2-furancarboxylate (1.0 eq., 1.0 mmol) dissolved in DMF (2 mL). Additional DMF (1 mL) was used to rinse the vial. The vial was capped and heated to 60° ... Starting materials: OCC1(Cc2ccccc2)CCC2(CC1)OCCO2, CS(=O)(=O)O, CN(C)P(=O)(N(C)C)N(C)C, N#C[K]. The product is N#CCC1(Cc2ccccc2)CCC2(CC1)OCCO2. As a reaction SMILES: [CH2:6]1[CH2:7][O:8][C:9]2([CH2:10][CH2:11][C:12]([CH2:15][OH:16])([CH2:17][c:18]3[cH:19][cH:20][cH:21][cH:22][cH:23]3)[CH2:13][CH2:14]2)[O:24]1.[CH3:1][S:2]([OH:3])(=[O:4])=[O:5].[CH3:28][N:29]([P:30]([N:31]([CH3:32])[CH3:33])([N:34]([CH3:35])[CH3:36])=[O:37])[CH3:38].[K:25][C:26]#[N:27]>>[CH2:6]1[CH2:7][O:8][C:9]2([CH2:10][CH2:11][C:12]([CH2:15][C:26]#[N:27])([CH2:17][c:18]3[cH:19][cH:20][cH:21][cH:22][cH:23]3)[CH2:13][CH2:14]2)[O:24]1. The reactants are C(C1=CC=CC=C1)OC(=O)N1C[C@@H](N(CC1)C(=O)OC(C)(C)C)C(=O)OCC (ethyl (2R)-4-benzyloxycarbonyl-1-tert-butoxycarbonyl-2-piperazinecarboxylate), [OH-].[Na+] (NaOH). Run in O1CCOCC1 (dioxane). Product: C(C1=CC=CC=C1)OC(=O)N1C[C@@H](N(CC1)C(=O)OC(C)(C)C)C(=O)O ((2R)-4-benzyloxycarbonyl-1-tert-butoxycarbonyl-2-piperazinecarboxylic acid). Yield: 91.9%. Reaction SMILES: [CH2:1]([O:8][C:9]([N:11]1[CH2:16][CH2:15][N:14]([C:17]([O:19][C:20]([CH3:23])([CH3:22])[CH3:21])=[O:18])[C@@H:13]([C:24]([O:26]CC)=[O:25])[CH2:12]1)=[O:10])[C:2]1[CH:7]=[CH:6][CH:5]=[CH:4][CH:3]=1.[OH-].[Na+]>O1CCOCC1>[CH2:1]([O:8][C:9]([N:11]1[CH2:16][CH2:15][N:14]([C:17]([O:19][C:20]([CH3:22])([CH3:23])[CH3:21])=[O:18])[C@@H:13]([C:24]([OH:26])=[O:25])[CH2:12]1)=[O:10])[C:2]1[CH:3]=[CH:4][CH:5]=[CH:6][CH:7]=1 |f:1.2|. Procedure: To a solution of ethyl (2R)-4-benzyloxycarbonyl-1-tert-butoxycarbonyl-2-piperazinecarboxylate (15.0 g) in dioxane (100 ml) was added 1N NaOH (76.4 ml) at ambient temperature for 4 hours, the reaction mixture was concentrated in vacuo to remove dioxane. The resulting solution was acidified with 3N HCl to be pH2 and extracted with AcOEt (300 ml). The organic layer was washed with saturated NaCl solution, dried over MgSO4 and evaporated in vacuo to give 12.8 g of (2R)-4-benzyloxycarbonyl-1-tert-but... The reactants are COc1cc2nccc(Oc3ccc(N)cc3)c2cc1OC, Cc1ccccc1, Cc1cc(Cl)ccc1N=C=O. The product is COc1cc2nccc(Oc3ccc(NC(=O)Nc4ccc(Cl)cc4C)cc3)c2cc1OC. RXN SMILES: [CH3:1][O:2][c:3]1[cH:4][c:5]2[c:6]([O:15][c:16]3[cH:17][cH:18][c:19]([NH2:22])[cH:20][cH:21]3)[cH:7][cH:8][n:9][c:10]2[cH:11][c:12]1[O:13][CH3:14].[CH3:34][c:35]1[cH:36][cH:37][cH:38][cH:39][cH:40]1.[Cl:23][c:24]1[cH:25][c:26]([CH3:33])[c:27]([N:30]=[C:31]=[O:32])[cH:28][cH:29]1>>[CH3:1][O:2][c:3]1[cH:4][c:5]2[c:6]([O:15][c:16]3[cH:17][cH:18][c:19]([NH:22][C:31]([NH:30][c:27]4[c:26]([CH3:33])[cH:25][c:24]([Cl:23])[cH:29][cH:28]4)=[O:32])[cH:20][cH:21]3)[cH:7][cH:8][n:9][c:10]2[cH:11][c:12]1[O:13][CH3:14]. Reactants: CCOC(=O)n1cc(C2C3OC(C)(C)OC3C(CSC)N2C(=O)OC(C)(C)C)c(N)c1C#N, CCOC(=O)Cl, C1CCC2=NCCCN2CC1, c1cc[nH]c1. The product is CSCC1C2OC(C)(C)OC2C(c2c[nH]c(C#N)c2N)N1C(=O)OC(C)(C)C. Reaction SMILES: [C:12]([CH3:13])([CH3:14])([CH3:15])[O:16][C:17](=[O:18])[N:19]1[CH:20]([CH2:42][S:43][CH3:44])[CH:21]2[CH:22]([CH:23]1[c:24]1[cH:25][n:26]([C:32]([O:33][CH2:34][CH3:35])=[O:36])[c:27]([C:30]#[N:31])[c:28]1[NH2:29])[O:37][C:38]([CH3:40])([CH3:41])[O:39]2.[Cl:1][C:2]([O:3][CH2:4][CH3:5])=[O:6].[N:45]12[CH2:46][CH2:47][CH2:48][N:49]=[C:50]1[CH2:51][CH2:52][CH2:53][CH2:54][CH2:55]2.[nH:7]1[cH:8][cH:9][cH:10][cH:11]1>>[C:12]([CH3:13])([CH3:14])([CH3:15])[O:16][C:17](=[O:18])[N:19]1[CH:20]([CH2:42][S:43][CH3:44])[CH:21]2[CH:22]([CH:23]1[c:24]1[cH:25][nH:26][c:27]([C:30]#[N:31])[c:28]1[NH2:29])[O:37][C:38]([CH3:40])([CH3:41])[O:39]2. Starting materials: BrC1=C(N)C=CC=C1 (2-bromoaniline), COC=C1C(OC(OC1=O)(C)C)=O (5-(methoxymethylene)-2,2-dimethyl-1,3-dioxane-4,6-dione). Run in C(C)(C)O (isopropanol). Product: BrC1=C(C=CC=C1)NC=C1C(OC(OC1=O)(C)C)=O (5-((2-bromophenylamino)methylene)-2,2-dimethyl-1,3-dioxane-4,6-dione). The yield is 87.9%. RXN SMILES: [Br:1][C:2]1[CH:8]=[CH:7][CH:6]=[CH:5][C:3]=1[NH2:4].CO[CH:11]=[C:12]1[C:17](=[O:18])[O:16][C:15]([CH3:20])([CH3:19])[O:14][C:13]1=[O:21]>C(O)(C)C>[Br:1][C:2]1[CH:8]=[CH:7][CH:6]=[CH:5][C:3]=1[NH:4][CH:11]=[C:12]1[C:13](=[O:21])[O:14][C:15]([CH3:19])([CH3:20])[O:16][C:17]1=[O:18]. Reported procedure: A suspension of 2-bromoaniline (20.9 g) and 5-(methoxymethylene)-2,2-dimethyl-1,3-dioxane-4,6-dione (22.6 g) in isopropanol (240 ml) was heated to reflux for 1 hour. After cooling, the deposit was filtrated to obtain 5-((2-bromophenylamino)methylene)-2,2-dimethyl-1,3-dioxane-4,6-dione (34.8 g). A suspension of the obtained 5-((2-bromophenylamino)methylene)-2,2-dimethyl-1,3-dioxane-4,6-dione (10.8 g) in Dowtherm (100 ml) was heated at 210° C. for 1 hour. After cooling, hexane (100 ml) was added t... Starting materials: C1(=CC=CC=C1)NC1=NC(=NC(=C1)C)N (4-phenylamino-2-amino-6-methylpyrimidine), CS(=O)(=O)OC (methyl methanesulfonate), CS(=O)(=O)OC (methyl methanesulfonate). Run in C(C)O (ethanol). The product is CS(=O)(=O)[O-].C1(=CC=CC=C1)NC1=NC(=[N+](C(=C1)C)C)N (4-phenylamino-2-amino-1,6-dimethylpyrimidinium methanesulfonate). Reaction SMILES: [C:1]1([NH:7][C:8]2[CH:13]=[C:12]([CH3:14])[N:11]=[C:10]([NH2:15])[N:9]=2)[CH:6]=[CH:5][CH:4]=[CH:3][CH:2]=1.[CH3:16][S:17]([O:20]C)(=[O:19])=[O:18]>C(O)C>[CH3:16][S:17]([O-:20])(=[O:19])=[O:18].[C:1]1([NH:7][C:8]2[CH:13]=[C:12]([CH3:14])[N+:11]([CH3:16])=[C:10]([NH2:15])[N:9]=2)[CH:2]=[CH:3][CH:4]=[CH:5][CH:6]=1 |f:3.4|. Reported procedure: Compound No. 46. A suspension of 4-phenylamino-2-amino-6-methylpyrimidine, Compound No. 45, (0.25 g) in ethanol (4 mL) was treated with methyl methanesulfonate (0.090 g) and heated at reflux for 5 days. Additional methyl methanesulfonate (0.090 g) was added and the mixture refluxed another 2 days. Concentration and recrystallization from a mixture of methanol, ethyl acetate, and tert-butyl ethyl ether gave 0.10 g of 4-phenylamino-2-amino-1,6-dimethylpyrimidinium methanesulfonate. Reactants: OC1=C(C2=C(C(=NO2)C)C=C1)C=O (6-hydroxy-3-methylbenzo[d]isoxazole-7-carbaldehyde), C(=O)([O-])[O-].[K+].[K+] (K2CO3), S(=O)(=O)(OC)OC (dimethyl sulfate). Run in CC(=O)C (acetone). Reaction conditions: temperature 60 celsius. The product is COC1=C(C2=C(C(=NO2)C)C=C1)C=O (6-methoxy-3-methylbenzo[d]isoxazole-7-carbaldehyde). As a reaction SMILES: [OH:1][C:2]1[CH:11]=[CH:10][C:5]2[C:6]([CH3:9])=[N:7][O:8][C:4]=2[C:3]=1[CH:12]=[O:13].[C:14]([O-])([O-])=O.[K+].[K+].S(OC)(OC)(=O)=O>CC(C)=O>[CH3:14][O:1][C:2]1[CH:11]=[CH:10][C:5]2[C:6]([CH3:9])=[N:7][O:8][C:4]=2[C:3]=1[CH:12]=[O:13] |f:1.2.3|. Reported procedure: A mixture of 6-hydroxy-3-methylbenzo[d]isoxazole-7-carbaldehyde (437 mg; 2.46 mmol) and K2CO3 (409 mg; 2.96 mmol) in anh. acetone (21 ml) was treated with dimethyl sulfate (373 mg; 2.96 mmol), and the resulting mixture was heated to 60° C., under nitrogen, for 1.5 h. After cooling to rt, the resulting reaction mixture was filtered, and the filtrate was concentrated to dryness under reduced pressure. DCM was added, and the mixture was washed successively with 1 M aq. NH4OH, water, and brine. The ... Starting materials: [OH-].[NH4+] (ammonium hydroxide), C(#N)C=1C=C(C=CC1F)S(=O)(=O)Cl (3-cyano-4-fluorobenzene-1-sulfonyl chloride). Run in Cl (HCl). Yields the product C(#N)C=1C=C(C=CC1F)S(=O)(=O)N (3-cyano-4-fluorobenzenesulfonamide). Reaction SMILES: [OH-].[NH4+:2].[C:3]([C:5]1[CH:6]=[C:7]([S:12](Cl)(=[O:14])=[O:13])[CH:8]=[CH:9][C:10]=1[F:11])#[N:4]>Cl>[C:3]([C:5]1[CH:6]=[C:7]([S:12]([NH2:2])(=[O:14])=[O:13])[CH:8]=[CH:9][C:10]=1[F:11])#[N:4] |f:0.1|. Reported procedure: Concentrated ammonium hydroxide (28% solution in water, 3.17 mL) was cooled to 0° C. and 3-cyano-4-fluorobenzene-1-sulfonyl chloride (1.00 g) was added. The solution was mixed at 0° C. for four minutes. 4M HCl (10 mL) was added slowly and the solution was extracted with ethyl acetate. The extract was dried on brine and anhydrous sodium sulfate and the solvent removed under vacuum.